This data is from the Open Reaction Database (ORD), a public repository of structured organic reaction records. The task is: describe an organic reaction: reactants, conditions, products, and yield The reactants are CCO, [Na+], CCOC(=O)C1C2CCC(=O)C21, [OH-]. Product: O=C(O)C1C2CCC(=O)C21. Reaction SMILES: [CH3:15][CH2:16][OH:17].[Na+:14].[O:1]=[C:2]1[CH:3]2[CH:4]([C:8](=[O:9])[O:10][CH2:11][CH3:12])[CH:5]2[CH2:6][CH2:7]1.[OH-:13]>>[O:1]=[C:2]1[CH:3]2[CH:4]([C:8](=[O:9])[OH:10])[CH:5]2[CH2:6][CH2:7]1. The reactants are CO, O=C(O)C(=O)Cc1c(I)cccc1[N+](=O)[O-], O, OO. Product: O=C(O)Cc1c(I)cccc1[N+](=O)[O-]. Reaction SMILES: [CH3:20][OH:21].[I:1][c:2]1[c:3]([CH2:11][C:12]([C:13]([OH:14])=[O:15])=[O:16])[c:4]([N+:8](=[O:9])[O-:10])[cH:5][cH:6][cH:7]1.[OH2:17].[OH:18][OH:19]>>[I:1][c:2]1[c:3]([CH2:11][C:12]([OH:16])=[O:17])[c:4]([N+:8](=[O:9])[O-:10])[cH:5][cH:6][cH:7]1. Reactants: BrC1=C(C=C(C=C1)SCC)C(F)(F)F (1-Bromo-4-(ethylthio)-2-(trifluoromethyl)-benzene), ClC=1C=CC(=C(C1)B(O)O)O (5-chloro-2-hydroxyphenyl-boronic acid). The product is ClC1=CC=C(C(=C1)C1=C(C=C(C=C1)SCC)C(F)(F)F)O (5-Chloro-4′-(ethylthio)-2′-(trifluoromethyl)-[1,1′-biphenyl]-2-ol). As a reaction SMILES: Br[C:2]1[CH:7]=[CH:6][C:5]([S:8][CH2:9][CH3:10])=[CH:4][C:3]=1[C:11]([F:14])([F:13])[F:12].[Cl:15][C:16]1[CH:17]=[CH:18][C:19]([OH:25])=[C:20](B(O)O)[CH:21]=1>>[Cl:15][C:16]1[CH:17]=[C:18]([C:2]2[CH:7]=[CH:6][C:5]([S:8][CH2:9][CH3:10])=[CH:4][C:3]=2[C:11]([F:14])([F:13])[F:12])[C:19]([OH:25])=[CH:20][CH:21]=1. Reported procedure: The subtitle compound was prepared by the method of example 1 step (ii) using the product from step (i) and 5-chloro-2-hydroxyphenyl-boronic acid, yield 0.26 g Starting materials: [Br-], O=C1c2ccccc2C(=O)N1CC[P+](c1ccccc1)(c1ccccc1)c1ccccc1, CS(C)=O, Cc1ccc2cccc(OCc3c(Cl)ccc(C=O)c3Cl)c2n1, [H-], [Na+], O. Yields the product Cc1ccc2cccc(OCc3c(Cl)ccc(C=CCN4C(=O)c5ccccc5C4=O)c3Cl)c2n1. Reaction SMILES: [Br-:3].[C:4]1(=[O:35])[c:5]2[c:6]([cH:31][cH:32][cH:33][cH:34]2)[C:7](=[O:30])[N:8]1[CH2:9][CH2:10][P+:11]([c:12]1[cH:13][cH:14][cH:15][cH:16][cH:17]1)([c:18]1[cH:19][cH:20][cH:21][cH:22][cH:23]1)[c:24]1[cH:25][cH:26][cH:27][cH:28][cH:29]1.[CH3:60][S:61](=[O:62])[CH3:63].[Cl:36][c:37]1[c:38]([CH2:39][O:40][c:41]2[cH:42][cH:43][cH:44][c:45]3[cH:46][cH:47][c:48]([CH3:51])[n:49][c:50]23)[c:52]([Cl:58])[cH:53][cH:54][c:55]1[CH:56]=[O:57].[H-:1].[Na+:2].[OH2:59]>>[C:4]1(=[O:35])[c:5]2[c:6]([cH:31][cH:32][cH:33][cH:34]2)[C:7](=[O:30])[N:8]1[CH2:9][CH:10]=[CH:56][c:55]1[c:37]([Cl:36])[c:38]([CH2:39][O:40][c:41]2[cH:42][cH:43][cH:44][c:45]3[cH:46][cH:47][c:48]([CH3:51])[n:49][c:50]23)[c:52]([Cl:58])[cH:53][cH:54]1. Starting materials: BrB(Br)Br, ClCCl, COc1ccc(CC2CCC3NC(=O)C(CO)CC3C2)cc1. The product is O=C1NC2CCC(Cc3ccc(O)cc3)CC2CC1CO. Reaction SMILES: [B:23]([Br:24])([Br:25])[Br:26].[Cl:27][CH2:28][Cl:29].[OH:1][CH2:2][CH:3]1[C:4](=[O:22])[NH:5][CH:6]2[CH2:7][CH2:8][CH:9]([CH2:13][c:14]3[cH:15][cH:16][c:17]([O:20][CH3:21])[cH:18][cH:19]3)[CH2:10][CH:11]2[CH2:12]1>>[OH:1][CH2:2][CH:3]1[C:4](=[O:22])[NH:5][CH:6]2[CH2:7][CH2:8][CH:9]([CH2:13][c:14]3[cH:15][cH:16][c:17]([OH:20])[cH:18][cH:19]3)[CH2:10][CH:11]2[CH2:12]1. The reactants are c1ccc2c(c1)CCC1NCCCC21, N, O, O=C(O)c1ccc2[nH]cnc2c1. The product is O=C(c1ccc2[nH]cnc2c1)N1CCCC2c3ccccc3CCC21. Reaction SMILES: [CH2:13]1[CH2:14][CH2:15][NH:16][CH:17]2[CH2:18][CH2:19][c:20]3[c:21]([cH:23][cH:24][cH:25][cH:26]3)[CH:22]12.[NH3:27].[OH2:28].[nH:1]1[cH:2][n:3][c:4]2[c:5]1[cH:6][cH:7][c:8]([C:10](=[O:11])[OH:12])[cH:9]2>>[nH:1]1[cH:2][n:3][c:4]2[c:5]1[cH:6][cH:7][c:8]([C:10](=[O:12])[N:16]1[CH2:15][CH2:14][CH2:13][CH:22]3[CH:17]1[CH2:18][CH2:19][c:20]1[c:21]3[cH:23][cH:24][cH:25][cH:26]1)[cH:9]2. Solvent: O (water), CO (MeOH), O (water). Run at time 4 hour. Reported procedure: 1-[5-(5-tert-butyl-3-methanesulfonylamino-2-methoxy-phenylcarbamoyl)-2-methyl-phenyl]-1H-imidazole-4-carboxylic acid ethyl ester (Example 3) (820 mg, 1.55 mmol) was dissolved in 5 mL of cold MeOH and a solution of 130 mg (3.10 mmol) of LiOH-H2O in 3 mL of water was added dropwise. The mixture was allowed to warm to room temperature and was then stirred for 4 h. A 1 N HOAc solution (3.2 mL) was then added and the mixture was diluted with 30 mL of water, and then was extracted with 75 mL of EtOAc.... The product is C(C)(C)(C)C=1C=C(C(=C(C1)NC(=O)C=1C=CC(=C(C1)N1C=NC(=C1)C(=O)O)C)OC)NS(=O)(=O)C (1-[5-(5-tert-butyl-3-methanesulfonylamino-2-methoxy-phenylcarbamoyl)-2-methyl-phenyl]-1H-imidazole-4-carboxylic acid). Reactants: CC(=O)O (HOAc), O[Li].O (LiOH-H2O), C(C)OC(=O)C=1N=CN(C1)C1=C(C=CC(=C1)C(NC1=C(C(=CC(=C1)C(C)(C)C)NS(=O)(=O)C)OC)=O)C (1-[5-(5-tert-butyl-3-methanesulfonylamino-2-methoxy-phenylcarbamoyl)-2-methyl-phenyl]-1H-imidazole-4-carboxylic acid ethyl ester). Isolated yield 81.3%. As a reaction SMILES: C([O:3][C:4]([C:6]1[N:7]=[CH:8][N:9]([C:11]2[CH:16]=[C:15]([C:17](=[O:36])[NH:18][C:19]3[CH:24]=[C:23]([C:25]([CH3:28])([CH3:27])[CH3:26])[CH:22]=[C:21]([NH:29][S:30]([CH3:33])(=[O:32])=[O:31])[C:20]=3[O:34][CH3:35])[CH:14]=[CH:13][C:12]=2[CH3:37])[CH:10]=1)=[O:5])C.O[Li].O.CC(O)=O>CO.O>[C:25]([C:23]1[CH:22]=[C:21]([NH:29][S:30]([CH3:33])(=[O:31])=[O:32])[C:20]([O:34][CH3:35])=[C:19]([NH:18][C:17]([C:15]2[CH:14]=[CH:13][C:12]([CH3:37])=[C:11]([N:9]3[CH:10]=[C:6]([C:4]([OH:5])=[O:3])[N:7]=[CH:8]3)[CH:16]=2)=[O:36])[CH:24]=1)([CH3:28])([CH3:26])[CH3:27] |f:1.2|.